This data is from the Open Reaction Database (ORD), a public repository of structured organic reaction records. The task is: describe an organic reaction: reactants, conditions, products, and yield Procedure: With the same method as for Compound 40, Compound 14 described above, thionyl chloride (Wako Pure Chemical Industries, Ltd.), and imidazole (Wako Pure Chemical Industries, Ltd.) were used, to thereby obtain the title compound. Yields the product CC1=C(C=CC=C1)C(N1C=NC=C1)C1=C(C=CC=C1)C (1-[bis(methylphenyl)methyl]imidazole). The reactants are C1(=CC=CC=C1)C1=C(C(=NC=C1)CN1C=NC=C1)C1=CC=CC=C1 (1-[(diphenylpyridyl)methyl]imidazole), N1C=NC=C1 (imidazole), CC1=CC=C(C=C1)C(O)C1=CC=C(C=C1)C ([bis(4-methylphenyl)]methanol), S(=O)(Cl)Cl (thionyl chloride). As a reaction SMILES: [C:1]1([C:7]2[CH:12]=[CH:11]N=C(CN3C=CN=C3)[C:8]=2[C:19]2[CH:24]=[CH:23][CH:22]=[CH:21][CH:20]=2)[CH:6]=[CH:5][CH:4]=CC=1.[CH3:25]C1C=CC(C(C2C=CC(C)=CC=2)O)=CC=1.S(Cl)(Cl)=O.[NH:45]1[CH:49]=[CH:48][N:47]=[CH:46]1>>[CH3:25][C:24]1[CH:23]=[CH:22][CH:21]=[CH:20][C:19]=1[CH:8]([C:7]1[CH:1]=[CH:6][CH:5]=[CH:4][C:12]=1[CH3:11])[N:45]1[CH:49]=[CH:48][N:47]=[CH:46]1. Starting materials: CI (methyl iodide), C(CCC)OC=1C(=NSN1)C=1C=NC=CC1 (3-(4-butoxy-1,2,5-thiadiazol-3-yl)pyridine). Run in CC(=O)C (acetone). Run at time 18 hour. Product: [I-].C(CCC)OC=1C(=NSN1)C=1C=[N+](C=CC1)C (3-(4-butoxy-1,2,5-thiadiazol-3-yl)-1-methylpyridinium iodide). As a reaction SMILES: [CH3:1][I:2].[CH2:3]([O:7][C:8]1[C:9]([C:13]2[CH:14]=[N:15][CH:16]=[CH:17][CH:18]=2)=[N:10][S:11][N:12]=1)[CH2:4][CH2:5][CH3:6]>CC(C)=O>[I-:2].[CH2:3]([O:7][C:8]1[C:9]([C:13]2[CH:14]=[N+:15]([CH3:1])[CH:16]=[CH:17][CH:18]=2)=[N:10][S:11][N:12]=1)[CH2:4][CH2:5][CH3:6] |f:3.4|. Procedure details: A mixture of methyl iodide (0.3 ml, 5 mmol) and 3-(4-butoxy-1,2,5-thiadiazol-3-yl)pyridine (580 mg, 2.5 mmol) in acetone (5 ml) was stirred at room temperature for 18 h. The title compound precipitated from the solution and was collected by filtration to yield 0.60 g (64%). The reactants are CN(C)C=O, Fc1ccc(CCl)nc1, Nc1ncc(F)cc1-c1cc(Cc2ccc(O)cc2)no1, [Na+], C1CCOC1, [OH-]. Product: Nc1ncc(F)cc1-c1cc(Cc2ccc(OCc3ccc(F)cn3)cc2)no1. As a reaction SMILES: [CH3:38][N:39]([CH3:40])[CH:41]=[O:42].[Cl:29][CH2:30][c:31]1[n:32][cH:33][c:34]([F:37])[cH:35][cH:36]1.[NH2:1][c:2]1[n:3][cH:4][c:5]([F:21])[cH:6][c:7]1-[c:8]1[cH:9][c:10]([CH2:13][c:14]2[cH:15][cH:16][c:17]([OH:20])[cH:18][cH:19]2)[n:11][o:12]1.[Na+:28].[O:22]1[CH2:23][CH2:24][CH2:25][CH2:26]1.[OH-:27]>>[NH2:1][c:2]1[n:3][cH:4][c:5]([F:21])[cH:6][c:7]1-[c:8]1[cH:9][c:10]([CH2:13][c:14]2[cH:15][cH:16][c:17]([O:20][CH2:30][c:31]3[n:32][cH:33][c:34]([F:37])[cH:35][cH:36]3)[cH:18][cH:19]2)[n:11][o:12]1. Starting materials: NC1=CC=CC(=N1)C=O (6-Amino-pyridine-2-carbaldehyde), CN1CCNCC1 (1-Methylpiperazine), ClCCCl (1,2-Dichloroethane), C(C)(=O)O (Acetic acid), C(C)(=O)O[BH-](OC(C)=O)OC(C)=O.[Na+] (Sodium triacetoxyborohydride). Conditions: time 2 hour. Yields the product CN1CCN(CC1)CC1=CC=CC(=N1)N (6-(4-Methyl-piperazin-1-ylmethyl)-pyridin-2-ylamine). RXN SMILES: [NH2:1][C:2]1[N:7]=[C:6]([CH:8]=O)[CH:5]=[CH:4][CH:3]=1.[CH3:10][N:11]1[CH2:16][CH2:15][NH:14][CH2:13][CH2:12]1.ClCCCl.C(O)(=O)C.C(O[BH-](OC(=O)C)OC(=O)C)(=O)C.[Na+]>>[CH3:10][N:11]1[CH2:16][CH2:15][N:14]([CH2:8][C:6]2[N:7]=[C:2]([NH2:1])[CH:3]=[CH:4][CH:5]=2)[CH2:13][CH2:12]1 |f:4.5|. Reported procedure: Into a 1-neck round-bottom flask, 6-Amino-pyridine-2-carbaldehyde (2.85 g, 23.3 mmol), 1-Methylpiperazine (5.00 mL, 45.1 mmol), 1,2-Dichloroethane (100 mL, 1000 mmol) and Acetic acid (2.50 mL, 44.0 mmol) were added and stirred at room temperature for 2 hours. Sodium triacetoxyborohydride (14.8 g, 70.0 mmol) was added portion wise over 20 minutes. The reaction mixture was stirred at room temperature over night. The reaction was partitioned with Sat. NaHCO3. The organic was separated, washed with ... Reaction SMILES: [CH2:1]([NH:5][C:6]1[C:11]([C:12](O)=[O:13])=[CH:10][N:9]=[C:8]2[N:15]([CH2:18][CH3:19])[N:16]=[CH:17][C:7]=12)[CH2:2][CH2:3][CH3:4].S(Cl)([Cl:22])=O>>[CH2:1]([NH:5][C:6]1[C:11]([C:12]([Cl:22])=[O:13])=[CH:10][N:9]=[C:8]2[N:15]([CH2:18][CH3:19])[N:16]=[CH:17][C:7]=12)[CH2:2][CH2:3][CH3:4]. Reactants: C(CCC)NC1=C2C(=NC=C1C(=O)O)N(N=C2)CC (4-butylamino-1-ethyl-1H-pyrazolo[3,4-b]pyridine-5-carboxylic acid), S(=O)(Cl)Cl (thionyl chloride). Product: C(CCC)NC1=C2C(=NC=C1C(=O)Cl)N(N=C2)CC (4-Butylamino-1-ethyl-1H-pyrazolo[3,4-b]pyridine-5-carbonyl chloride). Procedure: 26.2 g of 4-butylamino-1-ethyl-1H-pyrazolo[3,4-b]pyridine-5-carboxylic acid (0.1 mol) and 100 ml of thionyl chloride are refluxed for 4 hours. The thionyl chloride is removed by means of a water aspirator. The residue, containing the crude 4-butyl-amino-1-ethyl-1H-pyrazolo[3,4-b]pyridine-5-carbonyl chloride, is recrystallized from benzene, and has a melting point of 142°-145°. Yield 23.5 g = 84% of theory. Starting materials: CN(C)C=O, BrCCC1CCCCC1, ClCOCc1ccccc1, CCOC(=O)Nc1cc(Cl)c2nc[nH]c2n1, CCOC(=O)Nc1cc(Cl)c2ncn(COCc3ccccc3)c2n1, CCOC(=O)Nc1cc(Cl)c2c(ncn2COCc2ccccc2)n1, [H-], [Na+]. Yields the product CCOC(=O)N(CCC1CCCCC1)c1cc(Cl)c2nc[nH]c2n1. Reaction SMILES: [CH3:88][N:89]([CH3:90])[CH:91]=[O:92].[CH:79]1([CH2:85][CH2:86][Br:87])[CH2:80][CH2:81][CH2:82][CH2:83][CH2:84]1.[Cl:19][CH2:20][O:21][CH2:22][c:23]1[cH:24][cH:25][cH:26][cH:27][cH:28]1.[Cl:1][c:2]1[c:3]2[c:4]([n:5][c:6]([NH:8][C:9]([O:10][CH2:11][CH3:12])=[O:13])[cH:7]1)[nH:14][cH:15][n:16]2.[Cl:29][c:30]1[cH:31][c:32]([NH:33][C:34](=[O:35])[O:36][CH2:37][CH3:38])[n:39][c:40]2[n:41]([CH2:42][O:43][CH2:44][c:45]3[cH:46][cH:47][cH:48][cH:49][cH:50]3)[cH:51][n:52][c:53]12.[Cl:54][c:55]1[cH:56][c:57]([NH:58][C:59](=[O:60])[O:61][CH2:62][CH3:63])[n:64][c:65]2[n:66][cH:67][n:68]([CH2:69][O:70][CH2:71][c:72]3[cH:73][cH:74][cH:75][cH:76][cH:77]3)[c:78]12.[H-:17].[Na+:18]>>[Cl:1][c:2]1[c:3]2[c:4]([n:5][c:6]([N:8]([C:9]([O:10][CH2:11][CH3:12])=[O:13])[CH2:86][CH2:85][CH:79]3[CH2:80][CH2:81][CH2:82][CH2:83][CH2:84]3)[cH:7]1)[nH:14][cH:15][n:16]2.